Dataset: the Open Reaction Database (ORD), a public repository of structured organic reaction records. Task: describe an organic reaction: reactants, conditions, products, and yield The reactants are compound 9, NC1=C(OCCCC(=O)OCC)C=CC=C1 (ethyl 4-(2-aminophenoxy)butyrate), CC(CN1C=CC2=CC(=CC=C12)/C(=C/C(=O)O)/C)C (3-[1-(2-methylpropyl)indol-5-yl]isocrotonic acid). The product is CC(CN1C=CC2=CC(=CC=C12)/C(=C/C(=O)NC1=C(OCCCC(=O)O)C=CC=C1)/C)C (4-{2-[3-[1-(2-methylpropyl)indol-5-yl]isocrotonoylamino]phenoxy}butyric acid). RXN SMILES: [NH2:1][C:2]1[CH:16]=[CH:15][CH:14]=[CH:13][C:3]=1[O:4][CH2:5][CH2:6][CH2:7][C:8]([O:10]CC)=[O:9].[CH3:17][CH:18]([CH3:35])[CH2:19][N:20]1[C:28]2[C:23](=[CH:24][C:25](/[C:29](/[CH3:34])=[CH:30]/[C:31](O)=[O:32])=[CH:26][CH:27]=2)[CH:22]=[CH:21]1>>[CH3:17][CH:18]([CH3:35])[CH2:19][N:20]1[C:28]2[C:23](=[CH:24][C:25](/[C:29](/[CH3:34])=[CH:30]/[C:31]([NH:1][C:2]3[CH:16]=[CH:15][CH:14]=[CH:13][C:3]=3[O:4][CH2:5][CH2:6][CH2:7][C:8]([OH:10])=[O:9])=[O:32])=[CH:26][CH:27]=2)[CH:22]=[CH:21]1. Procedure details: 0.58 g of compound 9 was obtained in a similar manner to those described in the Examples 1 and 2 using 1.10 g of ethyl 4-(2-aminophenoxy)butyrate and 0.64 g of 3-[1-(2-methylpropyl)indol-5-yl]isocrotonic acid obtained according to a similar manner to procedures described in the Reference Examples 1-4. Reactants: C(C=C)OC1=C(OCC2CO2)C=CC(=C1)C=CNC(=O)OC (1-[2-allyloxy-4-(2-methoxycarbonylaminovinyl)-phenoxy]-2,3-epoxy-propane), C(C)(C)N (isopropylamine). The solvent is C(C)(C)O (isopropanol). Reaction conditions: temperature 80 celsius. Product: C(C=C)OC1=C(OCC(CNC(C)C)O)C=CC(=C1)C=CNC(=O)OC (1-[2-Allyloxy-4-(2-methoxycarbonylaminovinyl)-phenoxy]-2-hydroxy-3-isopropylamino-propane). Reaction SMILES: [CH2:1]([O:4][C:5]1[CH:15]=[C:14]([CH:16]=[CH:17][NH:18][C:19]([O:21][CH3:22])=[O:20])[CH:13]=[CH:12][C:6]=1[O:7][CH2:8][CH:9]1[O:11][CH2:10]1)[CH:2]=[CH2:3].[CH:23]([NH2:26])([CH3:25])[CH3:24]>C(O)(C)C>[CH2:1]([O:4][C:5]1[CH:15]=[C:14]([CH:16]=[CH:17][NH:18][C:19]([O:21][CH3:22])=[O:20])[CH:13]=[CH:12][C:6]=1[O:7][CH2:8][CH:9]([OH:11])[CH2:10][NH:26][CH:23]([CH3:25])[CH3:24])[CH:2]=[CH2:3]. Procedure: 4.45 g (0.0146 mol) of 1-[2-allyloxy-4-(2-methoxycarbonylaminovinyl)-phenoxy]-2,3-epoxy-propane are heated with a solution of 1.26 ml (0.0146 mol) of isopropylamine in 100 ml of isopropanol for 3 hours under reflux to 80° C. The mixture is then evaporated under reduced pressure and the resulting crude base is crystallised from acetone-ether. 1-[2-Allyloxy-4-(2-methoxycarbonylaminovinyl)-phenoxy]-2-hydroxy-3-isopropylamino-propane of melting point 91°-92° is obtained. From this, the fumarate, mel... Reactants: [Li]C(C)(C)C (tBuLi), CCCCC (pentane), N1=C(C=CC=C1C(=O)Cl)C(=O)Cl (2,6-pyridinedicarboxylic acid dichloride), NH4Cl-, [Li]CCCC (nBuLi), CCCCCC (hexane), CC(C)(C)O (tBuOH). Reagents/catalysts: [Cu]I (CuI). The solvent is C1CCOC1 (THF), CO (MeOH), C1CCOC1 (THF), C1CCOC1 (THF). Conditions: temperature 0 celsius, time 1 hour. The product is CC(C(=O)C1=NC(=CC=C1)C(C(C)(C)C)=O)(C)C (2,6-Bis(2',2'-dimethylpropionyl)pyridine). As a reaction SMILES: [CH3:1][C:2](O)([CH3:4])[CH3:3].[Li]CCCC.CCCCCC.[Li][C:18]([CH3:21])([CH3:20])[CH3:19].CCCCC.[N:27]1[C:32]([C:33](Cl)=[O:34])=[CH:31][CH:30]=[CH:29][C:28]=1[C:36](Cl)=[O:37]>C1COCC1.[Cu]I.CO>[CH3:1][C:2]([CH3:4])([CH3:3])[C:36]([C:28]1[CH:29]=[CH:30][CH:31]=[C:32]([C:33](=[O:34])[C:18]([CH3:21])([CH3:20])[CH3:19])[N:27]=1)=[O:37]. Procedure details: tBuOH (10.0 ml, 105 mmol) was dissolved in THF (50 ml) and cooled to 0° C. nBuLi, 1.6M in hexane, (66 ml, 106 mmol) was added over 30 minutes. The resulting light pale yellow solution was stirred at 0° C. for one hour. This ButOLi solution was then added over 30 minutes into the suspension of CuI (I) (20.0 g, 105 mmol) in THF (100 ml) which was cooled to 0° C. The resulting orange-brown suspension was stirred at room temperature for 45 minutes and then cooled to -78° C. tBuLi, 1.7M in pentane, (... Reactants: CCO, O=[N+]([O-])c1cc(C(F)F)c(Cl)cc1NC1CCN(C2CCOCC2)CC1, NN, O. Yields the product Nc1cc(C(F)F)c(Cl)cc1NC1CCN(C2CCOCC2)CC1. Reaction SMILES: [CH3:30][CH2:31][OH:32].[Cl:1][c:2]1[c:3]([CH:24]([F:25])[F:26])[cH:4][c:5]([N+:21]([O-:22])=[O:23])[c:6]([NH:8][CH:9]2[CH2:10][CH2:11][N:12]([CH:15]3[CH2:16][CH2:17][O:18][CH2:19][CH2:20]3)[CH2:13][CH2:14]2)[cH:7]1.[NH2:28][NH2:29].[OH2:27]>>[Cl:1][c:2]1[c:3]([CH:24]([F:25])[F:26])[cH:4][c:5]([NH2:21])[c:6]([NH:8][CH:9]2[CH2:10][CH2:11][N:12]([CH:15]3[CH2:16][CH2:17][O:18][CH2:19][CH2:20]3)[CH2:13][CH2:14]2)[cH:7]1.